Dataset: the Open Reaction Database (ORD), a public repository of structured organic reaction records. Task: describe an organic reaction: reactants, conditions, products, and yield Reactants: CC[N+](CC)(CC)CC, ClCc1ccc2ccccc2n1, [F-], CN(C)C=O, O, O, O=[N+]([O-])c1ccc(O)cc1CO. As a reaction SMILES: [CH2:15]([N+:16]([CH2:17][CH3:18])([CH2:19][CH3:20])[CH2:21][CH3:22])[CH3:23].[Cl:24][CH2:25][c:26]1[n:27][c:28]2[cH:29][cH:30][cH:31][cH:32][c:33]2[cH:34][cH:35]1.[F-:14].[O:37]=[CH:38][N:39]([CH3:40])[CH3:41].[OH2:13].[OH2:36].[OH:1][c:2]1[cH:3][cH:4][c:5]([N+:10](=[O:11])[O-:12])[c:6]([CH2:7][OH:8])[cH:9]1>>[O:1]([c:2]1[cH:3][cH:4][c:5]([N+:10](=[O:11])[O-:12])[c:6]([CH2:7][OH:8])[cH:9]1)[CH2:25][c:26]1[n:27][c:28]2[cH:29][cH:30][cH:31][cH:32][c:33]2[cH:34][cH:35]1. The product is O=[N+]([O-])c1ccc(OCc2ccc3ccccc3n2)cc1CO. Starting materials: [Br-], O=C([O-])[O-], CCCc1nc(C(C)(C)O)c(C(=O)OCC)[nH]1, CCCC[N+](CCCC)(CCCC)CCCC, CC(C)=O, CC#N, [K+], [K+], BrCc1ccc(-c2ccccc2-c2nnnn2C(c2ccccc2)(c2ccccc2)c2ccccc2)cc1. Yields the product CCCc1nc(C(C)(C)O)c(C(=O)OCC)n1Cc1ccc(-c2ccccc2-c2nnnn2C(c2ccccc2)(c2ccccc2)c2ccccc2)cc1. RXN SMILES: [Br-:62].[C:56](=[O:57])([O-:58])[O-:59].[CH2:1]([CH3:2])[O:3][C:4](=[O:5])[c:6]1[c:7]([C:14]([CH3:15])([CH3:16])[OH:17])[n:8][c:9]([CH2:11][CH2:12][CH3:13])[nH:10]1.[CH2:63]([N+:64]([CH2:65][CH2:66][CH2:67][CH3:68])([CH2:69][CH2:70][CH2:71][CH3:72])[CH2:73][CH2:74][CH2:75][CH3:76])[CH2:77][CH2:78][CH3:79].[CH3:80][C:81](=[O:82])[CH3:83].[CH3:84][C:85]#[N:86].[K+:60].[K+:61].[c:18]1([C:24]([n:25]2[n:26][n:27][n:28][c:29]2-[c:30]2[c:31](-[c:36]3[cH:37][cH:38][c:39]([CH2:42][Br:43])[cH:40][cH:41]3)[cH:32][cH:33][cH:34][cH:35]2)([c:44]2[cH:45][cH:46][cH:47][cH:48][cH:49]2)[c:50]2[cH:51][cH:52][cH:53][cH:54][cH:55]2)[cH:19][cH:20][cH:21][cH:22][cH:23]1>>[CH2:1]([CH3:2])[O:3][C:4](=[O:5])[c:6]1[c:7]([C:14]([CH3:15])([CH3:16])[OH:17])[n:8][c:9]([CH2:11][CH2:12][CH3:13])[n:10]1[CH2:42][c:39]1[cH:38][cH:37][c:36](-[c:31]2[c:30](-[c:29]3[n:25]([C:24]([c:18]4[cH:19][cH:20][cH:21][cH:22][cH:23]4)([c:44]4[cH:45][cH:46][cH:47][cH:48][cH:49]4)[c:50]4[cH:51][cH:52][cH:53][cH:54][cH:55]4)[n:26][n:27][n:28]3)[cH:35][cH:34][cH:33][cH:32]2)[cH:41][cH:40]1.